Dataset: the Open Reaction Database (ORD), a public repository of structured organic reaction records. Task: describe an organic reaction: reactants, conditions, products, and yield Starting materials: CNN (methylhydrazine), ClC1=CC=C(C(=O)CC(=O)OCC)C=C1 (ethyl 4-chlorobenzoylacetate), C(C)(=O)O (acetic acid), CCOCC (ether). Run in O (water). Reaction conditions: temperature 100 celsius, time 2 hour. Product: ClC1=CC=C(C=C1)C1=NN(C(C1)=O)C (3-(4-Chlorophenyl)-1-methyl-2-pyrazolin-5-one). RXN SMILES: [CH3:1][NH:2][NH2:3].[Cl:4][C:5]1[CH:18]=[CH:17][C:8]([C:9]([CH2:11][C:12](OCC)=[O:13])=O)=[CH:7][CH:6]=1.C(O)(=O)C.CCOCC>O>[Cl:4][C:5]1[CH:18]=[CH:17][C:8]([C:9]2[CH2:11][C:12](=[O:13])[N:2]([CH3:1])[N:3]=2)=[CH:7][CH:6]=1. Procedure details: 71.2 g (1.55 mol) of methylhydrazine were added dropwise over the course of40 minutes to a suspension of 267 g (1.19 mol) of ethyl 4-chlorobenzoylacetate in 1.5 1 of acetic acid, the temperature rising to 50° C. The reaction solution was stirred at 100° C. for 2 hours and cooled, and then about 1.5 1 each of ether and water were added.The precipitate formed (66.5 g) was filtered off and washed with petroleum ether/ether (1:1). The organic phase was washed four times with saturated sodium hydroge... Starting materials: CS(C)=O, CC(C)O, O=[N+]([O-])c1ccc(F)c(-c2nc3cc(-c4ccccc4)ccc3o2)c1. The product is CC(C)Oc1ccc([N+](=O)[O-])cc1-c1nc2cc(-c3ccccc3)ccc2o1. RXN SMILES: [CH3:30][S:31]([CH3:32])=[O:33].[CH:26]([CH3:27])([CH3:28])[OH:29].[F:1][c:2]1[c:3](-[c:11]2[o:12][c:13]3[c:14]([n:15]2)[cH:16][c:17](-[c:20]2[cH:21][cH:22][cH:23][cH:24][cH:25]2)[cH:18][cH:19]3)[cH:4][c:5]([N+:8](=[O:9])[O-:10])[cH:6][cH:7]1>>[c:2]1([O:29][CH:26]([CH3:27])[CH3:28])[c:3](-[c:11]2[o:12][c:13]3[c:14]([n:15]2)[cH:16][c:17](-[c:20]2[cH:21][cH:22][cH:23][cH:24][cH:25]2)[cH:18][cH:19]3)[cH:4][c:5]([N+:8](=[O:9])[O-:10])[cH:6][cH:7]1. Reactants: C(C)C(C(=O)O)C1=CC=C(C=C1)O (ethyl 4-hydroxyphenylacetic acid), C([O-])([O-])=O.[K+].[K+] (potassium carbonate), C1(=CC=CC=C1)C1=CC=C(CCl)C=C1 (4-phenylbenzyl chloride). Run in CN(C)C=O (DMF), C(C)(=O)OCC (ethyl acetate). Run at temperature 60 celsius, time 6 hour. The product is C1(=CC=C(C=C1)COC1=CC=C(C=C1)CC(=O)O)C1=CC=CC=C1 (4-(4-Biphenylylmethoxy)phenyl Acetic Acid). Yield: 84.4%. RXN SMILES: C([CH:3]([C:7]1[CH:12]=[CH:11][C:10]([OH:13])=[CH:9][CH:8]=1)[C:4]([OH:6])=[O:5])C.C(=O)([O-])[O-].[K+].[K+].[C:20]1([C:26]2[CH:33]=[CH:32][C:29]([CH2:30]Cl)=[CH:28][CH:27]=2)[CH:25]=[CH:24][CH:23]=[CH:22][CH:21]=1>CN(C=O)C.C(OCC)(=O)C>[C:26]1([C:20]2[CH:21]=[CH:22][CH:23]=[CH:24][CH:25]=2)[CH:27]=[CH:28][C:29]([CH2:30][O:13][C:10]2[CH:9]=[CH:8][C:7]([CH2:3][C:4]([OH:6])=[O:5])=[CH:12][CH:11]=2)=[CH:32][CH:33]=1 |f:1.2.3|. Procedure: To a solution of ethyl 4-hydroxyphenylacetic acid (3.6 g) in DMF (50 ml) were added potassium carbonate (2.5 g) and 4-phenylbenzyl chloride (4 g) sequentially. After stirring at 60° C. for 6 hr, the reaction mixture was poured onto water and the resulting crystals were suspended in ethyl acetate. The suspension was washed with water and concentrated. The resulting crude crystals were dissolved in THF (100 ml)/ethanol (50 ml) and 2 N sodium hydroxide (20 ml) was added to the solution. The reactio... Starting materials: C1(=CC=CC=C1)CS(=O)(=O)CC(C(=O)O)COC1CCOCC1 (2-Phenylmethanesulfonylmethyl-3-(tetrahydro-pyran-4-yloxy)-propionic acid), NC([C@H](O)C1=NOC(=N1)C1=CC=CC=C1)CC ((S)-2-amino-1-(5-phenyl-1,2,4-oxadiazol-3-yl)-butan-1-ol). The product is C1(=CC=CC=C1)CS(=O)(=O)CC(C(=O)N[C@@H](CC)C(=O)C1=NOC(=N1)C1=CC=CC=C1)COC1CCOCC1 (3-Phenylmethanesulfonyl-N-[(S)-1-(5-phenyl-1,2,4-oxadiazole-3-carbonyl)-propyl]-2-(tetrahydro-pyran-4-yloxymethyl)-propionamide). Reaction SMILES: [C:1]1([CH2:7][S:8]([CH2:11][CH:12]([CH2:16][O:17][CH:18]2[CH2:23][CH2:22][O:21][CH2:20][CH2:19]2)[C:13]([OH:15])=O)(=[O:10])=[O:9])[CH:6]=[CH:5][CH:4]=[CH:3][CH:2]=1.[NH2:24][CH:25]([CH2:39][CH3:40])[C@@H:26]([C:28]1[N:32]=[C:31]([C:33]2[CH:38]=[CH:37][CH:36]=[CH:35][CH:34]=2)[O:30][N:29]=1)[OH:27]>>[C:1]1([CH2:7][S:8]([CH2:11][CH:12]([CH2:16][O:17][CH:18]2[CH2:23][CH2:22][O:21][CH2:20][CH2:19]2)[C:13]([NH:24][C@H:25]([C:26]([C:28]2[N:32]=[C:31]([C:33]3[CH:38]=[CH:37][CH:36]=[CH:35][CH:34]=3)[O:30][N:29]=2)=[O:27])[CH2:39][CH3:40])=[O:15])(=[O:9])=[O:10])[CH:2]=[CH:3][CH:4]=[CH:5][CH:6]=1. Procedure details: It is similarly prepared according to general procedure given for Example 1 above but using 2-Phenylmethanesulfonylmethyl-3-(tetrahydro-pyran-4-yloxy)-propionic acid and (S)-2-amino-1-(5-phenyl-1,2,4-oxadiazol-3-yl)-butan-1-ol. The reactants are BrC1=C(C=C(C=C1)C1=NC(=NO1)C=1C=C(CN(CC(=O)OC(C)(C)C)C)C=CC1)COC (tert-butyl N-(3-{5-[4-bromo-3-(methoxymethyl)phenyl]-1,2,4-oxadiazol-3-yl}benzyl)-N-methylglycinate), ClC1=C(C=C(C=C1)F)B(O)O (2-chloro-5-fluorophenylboronic acid). The product is ClC1=C(C=C(C=C1)F)C1=C(C=C(C=C1)C1=NC(=NO1)C=1C=C(CN(CC(=O)OC(C)(C)C)C)C=CC1)COC (Tert-butyl N-(3-{5-[2′-chloro-5′-fluoro-2-(methoxymethyl)biphenyl-4-yl]-1,2,4-oxadiazol-3-yl}benzyl)-N-methylglycinate), Cl.ClC1=C(C=C(C=C1)F)C1=C(C=C(C=C1)C1=NC(=NO1)C=1C=C(CN(CC(=O)O)C)C=CC1)COC (N-(3-{5-[2′-chloro-5′-fluoro-2-(methoxymethyl)biphenyl-4-yl]-1,2,4-oxadiazol-3-yl}benzyl)-N-methylglycine, hydrochloride salt). RXN SMILES: Br[C:2]1[CH:7]=[CH:6][C:5]([C:8]2[O:12][N:11]=[C:10]([C:13]3[CH:14]=[C:15]([CH:27]=[CH:28][CH:29]=3)[CH2:16][N:17]([CH3:26])[CH2:18][C:19]([O:21][C:22]([CH3:25])([CH3:24])[CH3:23])=[O:20])[N:9]=2)=[CH:4][C:3]=1[CH2:30][O:31][CH3:32].[Cl:33][C:34]1[CH:39]=[CH:38][C:37]([F:40])=[CH:36][C:35]=1B(O)O>>[Cl:33][C:34]1[CH:39]=[CH:38][C:37]([F:40])=[CH:36][C:35]=1[C:2]1[CH:7]=[CH:6][C:5]([C:8]2[O:12][N:11]=[C:10]([C:13]3[CH:14]=[C:15]([CH:27]=[CH:28][CH:29]=3)[CH2:16][N:17]([CH3:26])[CH2:18][C:19]([O:21][C:22]([CH3:25])([CH3:23])[CH3:24])=[O:20])[N:9]=2)=[CH:4][C:3]=1[CH2:30][O:31][CH3:32].[ClH:33].[Cl:33][C:34]1[CH:39]=[CH:38][C:37]([F:40])=[CH:36][C:35]=1[C:2]1[CH:7]=[CH:6][C:5]([C:8]2[O:12][N:11]=[C:10]([C:13]3[CH:14]=[C:15]([CH:27]=[CH:28][CH:29]=3)[CH2:16][N:17]([CH3:26])[CH2:18][C:19]([OH:21])=[O:20])[N:9]=2)=[CH:4][C:3]=1[CH2:30][O:31][CH3:32] |f:3.4|. Procedure: Tert-butyl N-(3-{5-[2′-chloro-5′-fluoro-2-(methoxymethyl)biphenyl-4-yl]-1,2,4-oxadiazol-3-yl}benzyl)-N-methylglycinate was prepared following the general procedure 11 starting from Intermediate 41 and 2-chloro-5-fluorophenylboronic acid (Combiblocks BB-2251). After purification by flash chromatography (silica, cHex/EtOAc), the ester derivative was deprotected following the general procedure 8. After purification by precipitation from ACN, the title compound was obtained as a white powder. HPLC (...